The task is: describe an organic reaction: reactants, conditions, products, and yield. This data is from the Open Reaction Database (ORD), a public repository of structured organic reaction records. Starting materials: CC(C)(C)OC(=O)NCCS(=O)(=O)c1ccccc1, CCOC(C)=O, Cl. Product: Cl, NCCS(=O)(=O)c1ccccc1. Reaction SMILES: [C:1]([O:2][C:3](=[O:4])[NH:8][CH2:9][CH2:10][S:11](=[O:12])(=[O:13])[c:14]1[cH:15][cH:16][cH:17][cH:18][cH:19]1)([CH3:5])([CH3:6])[CH3:7].[CH3:21][CH2:22][O:23][C:24](=[O:25])[CH3:26].[ClH:20]>>[ClH:20].[NH2:8][CH2:9][CH2:10][S:11](=[O:12])(=[O:13])[c:14]1[cH:15][cH:16][cH:17][cH:18][cH:19]1. Reactants: C1=CC2=C3C(=C1)C(=O)N(C[C@H]3CCC2)[C@@H]4CN5CCC4CC5 (palonosetron), ( 3aR,S ), unreacted compound, BrN1C(CCC1=O)=O (N-bromosuccinimide), Cl (hydrochloric acid). Run in CO (methanol), C(C)O (ethanol), C(C)O (ethanol). Conditions: temperature 72.5 celsius. Yields the product C1=CC2=C3C(=C1)C(=O)N(C[C@H]3CCC2)[C@@H]4CN5CCC4CC5.Cl (Palonosetron Hydrochloride). As a reaction SMILES: [CH:1]1[CH:6]=[C:5]2[C:7]([N:9]([C@H:15]3[CH:20]4[CH2:21][CH2:22][N:17]([CH2:18][CH2:19]4)[CH2:16]3)[CH2:10][C@H:11]3[CH2:12][CH2:13][CH2:14][C:3](=[C:4]23)[CH:2]=1)=[O:8].[ClH:23].BrN1C(=O)CCC1=O>CO.C(O)C>[CH:1]1[CH:6]=[C:5]2[C:7]([N:9]([C@H:15]3[CH:20]4[CH2:21][CH2:22][N:17]([CH2:18][CH2:19]4)[CH2:16]3)[CH2:10][C@H:11]3[CH2:12][CH2:13][CH2:14][C:3](=[C:4]23)[CH:2]=1)=[O:8].[ClH:23] |f:5.6|. Procedure: The diastereomeric palonosetron (VIII) (16.5 g) obtained above was dissolved in 5% methanol in ethanol mixture (4.2 volumes). To it hydrochloric acid in ethanol was added and was heated to 70-75° C. Then N-bromosuccinimide (140 mg) was added at reflux. The solution was then cooled to 0 to 5° C. and 9.0 g of the precipitated crude palonosetron hydrochloride (I) were isolated by filtration. This obtained crude palonosetron hydrochloride (I) showing 95.90% of the desired (3aS,S) isomer, 3.10% of th... Product: COC(=O)C(CC1CCCC1)c1ccc(Br)cc1. RXN SMILES: [Br:1][c:2]1[cH:3][cH:4][c:5]([CH:8]([C:9](=[O:10])[OH:11])[CH2:12][CH:13]2[CH2:14][CH2:15][CH2:16][CH2:17]2)[cH:6][cH:7]1.[CH3:23][OH:24].[S:18](=[O:19])(=[O:20])([OH:21])[OH:22]>>[Br:1][c:2]1[cH:3][cH:4][c:5]([CH:8]([C:9]([O:10][CH3:23])=[O:11])[CH2:12][CH:13]2[CH2:14][CH2:15][CH2:16][CH2:17]2)[cH:6][cH:7]1. The reactants are O=C(O)C(CC1CCCC1)c1ccc(Br)cc1, CO, O=S(=O)(O)O. Starting materials: NC1=C(C(=C(C=C1C)O)C)C (4-Amino-2,3,5-trimethylphenol), C(=O)O (formic acid). The product is C(=O)NC1=C(C(=C(C=C1C)O)C)C (4-Formylamino-2,3,5-trimethylphenol). The yield is 72.5%. As a reaction SMILES: [NH2:1][C:2]1[C:7]([CH3:8])=[CH:6][C:5]([OH:9])=[C:4]([CH3:10])[C:3]=1[CH3:11].[CH:12](O)=[O:13]>>[CH:12]([NH:1][C:2]1[C:7]([CH3:8])=[CH:6][C:5]([OH:9])=[C:4]([CH3:10])[C:3]=1[CH3:11])=[O:13]. Procedure: 4-Amino-2,3,5-trimethylphenol (100 g, 662 mmol) was dissolved in formic acid (500 ml). The mixture was heated under reflux for 36 hours. The reaction mixture was poured into ice-cold water. The precipitated crystals were filtered, washed with water and dried. The crude crystals obtained were recrystallized from ethanol to obtain the desired compound (85.9 g, yield: 72.5%), m.p. 219°-220° C. Reactants: solution, NC1=CC(N(C(N1C1=CC=CC=C1)=O)C1=CC=CC=C1)=O (6-amino-1,3-diphenyluracil), CN(C=O)C (dimethylformamide), P(=O)(Cl)(Cl)Cl (phosphorus oxychloride), O (water), [OH-].[K+] (potassium hydroxide). Reaction conditions: time 2 hour. Product: NC1=C(C(N(C(N1C1=CC=CC=C1)=O)C1=CC=CC=C1)=O)C=O (6-amino-5-formyl-1,3-diphenyluracil). Isolated yield 40.0%. As a reaction SMILES: [NH2:1][C:2]1[N:7]([C:8]2[CH:13]=[CH:12][CH:11]=[CH:10][CH:9]=2)[C:6](=[O:14])[N:5]([C:15]2[CH:20]=[CH:19][CH:18]=[CH:17][CH:16]=2)[C:4](=[O:21])[CH:3]=1.P(Cl)(Cl)(Cl)=O.O.[OH-].[K+].CN(C)[CH:32]=[O:33]>>[NH2:1][C:2]1[N:7]([C:8]2[CH:9]=[CH:10][CH:11]=[CH:12][CH:13]=2)[C:6](=[O:14])[N:5]([C:15]2[CH:16]=[CH:17][CH:18]=[CH:19][CH:20]=2)[C:4](=[O:21])[C:3]=1[CH:32]=[O:33] |f:3.4|. Procedure: A solution of 6-amino-1,3-diphenyluracil (10.0 g, 35.8 mmol) in dimethylformamide (100 mL) was cooled in an ice bath and phosphorus oxychloride (3.7 mL, 39.4 mmol) was dropped thereinto using a dropping funnel. The reaction mixture was stirred at room temperature for two hours and the reaction was stopped by adding 50 mL of water thereto. The pH was adjusted to 10 by a 1N solution of potassium hydroxide and stirring was carried out at room temperature for one additional hour. Crude crystals sepa... The reactants are O (water), ClC1=CC(=C(C=C1)[N+](=O)[O-])F (4-chloro-2-fluoro-1-nitrobenzene), FC=1C=C(N)C=C(C1)F (3,5-difluoroaniline), CC(C)([O-])C.[K+] (potassium tert-butoxide). Run in CN(C)C=O (DMF). Conditions: time 8 hour. Yields the product ClC=1C=CC(=C(NC2=CC(=CC(=C2)F)F)C1)[N+](=O)[O-] (5-chloro-N-(3,5-difluorophenyl)-2-nitroaniline). Reaction SMILES: [Cl:1][C:2]1[CH:7]=[CH:6][C:5]([N+:8]([O-:10])=[O:9])=[C:4](F)[CH:3]=1.[F:12][C:13]1[CH:14]=[C:15]([CH:17]=[C:18]([F:20])[CH:19]=1)[NH2:16].CC(C)([O-])C.[K+].O>CN(C=O)C>[Cl:1][C:2]1[CH:7]=[CH:6][C:5]([N+:8]([O-:10])=[O:9])=[C:4]([CH:3]=1)[NH:16][C:15]1[CH:14]=[C:13]([F:12])[CH:19]=[C:18]([F:20])[CH:17]=1 |f:2.3|. Reported procedure: To a solution of 4-chloro-2-fluoro-1-nitrobenzene (2.500 g, 14.24 mmol) and 3,5-difluoroaniline (2.206 g, 17.09 mmol) in DMF (22.61 mL) was added potassium tert-butoxide (3.20 g, 28.5 mmol) under argon and the solution was stirred at rt overnight. The solution was poured into water and extracted with DCM, and the organic extracts were purified by column chromatography on a silica gel column using 5 to 10% gradient of EtOAc in hexane as eluent to give 5-chloro-N-(3,5-difluorophenyl)-2-nitroanilin...